Task: describe an organic reaction: reactants, conditions, products, and yield. Dataset: the Open Reaction Database (ORD), a public repository of structured organic reaction records The reactants are powder, OC1=C(C(=C(C(=C1)C)O)C)C (1,4-dihydroxy-2,3,5-trimethylbenzene), O (water), C=O (paraformaldehyde), C(C(=C)C)(=O)OC (methyl methacrylate), OC1=C(C(=C(C(=C1)C)O)C)C (1,4-dihydroxy-2,3,5-trimethylbenzene). Run in CO (methanol). The product is OC=1C(=C2CCC(OC2=C(C1C)C)(C(=O)OC)C)C (Methyl 6-hydroxy-2,5,7,8-tetramethyl-chroman-2-carboxylate). RXN SMILES: [OH:1][C:2]1[CH:7]=[C:6]([CH3:8])[C:5]([OH:9])=[C:4]([CH3:10])[C:3]=1[CH3:11].[CH2:12]=O.[C:14]([O:19][CH3:20])(=[O:18])[C:15]([CH3:17])=[CH2:16].O>CO>[OH:1][C:2]1[C:7]([CH3:12])=[C:6]2[C:5](=[C:4]([CH3:10])[C:3]=1[CH3:11])[O:9][C:15]([CH3:17])([C:14]([O:19][CH3:20])=[O:18])[CH2:16][CH2:8]2. Procedure: Into a 30-mL stainless-steel pressure reactor equipped with a stirrer, 1,4-dihydroxy-2,3,5-trimethylbenzene (1.0 g, 6.6. mmol), paraformaldehyde (0.4 g, 13.2 mmol), methyl methacrylate (3.3 g, 32.9 mmol), and water (0.29 g, 16.1 mmol) were placed. The mixture was allowed to react at 180° C. for three hours under stirring, while the reactor was tightly closed. After completion of reaction, the reaction mixture was cooled to room temperature, and methanol was added to the mixture, whereby crystals... Reactants: N#CCc1cccc2c(-c3ccc(Br)cc3)nccc12, CC(=O)O, [Na+], [OH-], O, O=S(=O)(O)O. Product: O=C(O)Cc1cccc2c(-c3ccc(Br)cc3)nccc12. As a reaction SMILES: [Br:1][c:2]1[cH:3][cH:4][c:5](-[c:8]2[n:9][cH:10][cH:11][c:12]3[c:13]([CH2:18][C:19]#[N:20])[cH:14][cH:15][cH:16][c:17]23)[cH:6][cH:7]1.[CH3:21][C:22]([OH:23])=[O:24].[Na+:31].[OH-:30].[OH2:32].[S:25](=[O:26])(=[O:27])([OH:28])[OH:29]>>[Br:1][c:2]1[cH:3][cH:4][c:5](-[c:8]2[n:9][cH:10][cH:11][c:12]3[c:13]([CH2:21][C:22]([OH:23])=[O:24])[cH:14][cH:15][cH:16][c:17]23)[cH:6][cH:7]1.